From a dataset of the Open Reaction Database (ORD), a public repository of structured organic reaction records. describe an organic reaction: reactants, conditions, products, and yield As a reaction SMILES: [NH:1]([C:8]1[CH:16]=[C:15]([C:17](O)=[O:18])[C:14]([NH:20][C:21]2[CH:26]=[CH:25][CH:24]=[CH:23][CH:22]=2)=[CH:13][C:9]=1[C:10](O)=[O:11])[C:2]1[CH:7]=[CH:6][CH:5]=[CH:4][CH:3]=1.ClC1C=C(C=CC=1)NC1C=C(C(O)=O)C(NC2C=CC=C(Cl)C=2)=CC=1C(O)=O.C1(C)C=CC(NC2C=C(C(O)=O)C(NC3C=CC(C)=CC=3)=CC=2C(O)=O)=CC=1>>[CH:24]1[CH:25]=[C:26]2[C:17]([C:15]3[C:14]([NH:20][C:21]2=[CH:22][CH:23]=1)=[CH:13][C:9]1[C:10]([C:7]2[C:2]([NH:1][C:8]=1[CH:16]=3)=[CH:3][CH:4]=[CH:5][CH:6]=2)=[O:11])=[O:18]. Yields the product C1=CC=C2C(=C1)C(=O)C3=CC4=C(C=C3N2)C(=O)C5=CC=CC=C5N4 (quinacridone). Reactants: N(C1=CC=CC=C1)C1=C(C(=O)O)C=C(C(=C1)C(=O)O)NC1=CC=CC=C1 (2,5-dianilinoterephthalic acid), ClC=1C=C(NC2=C(C(=O)O)C=C(C(=C2)C(=O)O)NC2=CC(=CC=C2)Cl)C=CC1 (2,5-di(3-chloroanilino) terephthalic acid), C1(=CC=C(C=C1)NC1=C(C(=O)O)C=C(C(=C1)C(=O)O)NC1=CC=C(C=C1)C)C (2,5-di(4-toluidino)terephthalic acid), polyphosphoric acid. Procedure details: 450 parts of polyphosphoric acid containing 85.0% P2O5 are metered into a stirred vessel. Then 135 parts of 2,5-dianilinoterephthalic acid, 11.25 parts of 2,5-di(3-chloroanilino) terephthalic acid and 3.75 parts of 2,5-di(4-toluidino)terephthalic acid are introduced at 125° C. with stirring and the mixture is heated at 125° C. for 1 hour during which ring closure takes place to form the quinacridone. The reaction mixture is subsequently metered with stirring over 2 minutes (CG: 50%/min) into 160... Run at temperature 125 celsius.